Dataset: the Open Reaction Database (ORD), a public repository of structured organic reaction records. Task: describe an organic reaction: reactants, conditions, products, and yield RXN SMILES: [CH2:1]([O:3][C:4](=[O:19])[CH2:5][NH:6][C:7]1[CH:12]=[C:11](F)[C:10]([C:14]#[N:15])=[CH:9][C:8]=1[N+:16]([O-:18])=[O:17])[CH3:2].[NH:20]1[CH:24]=[CH:23][N:22]=[CH:21]1.N1C=CC=CC=1.CS(C)=O>O>[CH2:1]([O:3][C:4](=[O:19])[CH2:5][NH:6][C:7]1[CH:12]=[C:11]([N:20]2[CH:24]=[CH:23][N:22]=[CH:21]2)[C:10]([C:14]#[N:15])=[CH:9][C:8]=1[N+:16]([O-:18])=[O:17])[CH3:2]. Product: C(C)OC(CNC1=C(C=C(C(=C1)N1C=NC=C1)C#N)[N+](=O)[O-])=O (N-[4-cyano-5-(1H-imidazol-1-yl)-2--nitrophenyl]glycine ethyl ester). Reactants: C(C)OC(CNC1=C(C=C(C(=C1)F)C#N)[N+](=O)[O-])=O (N-(4-cyano-5-fluoro-2-nitrophenyl)glycine ethyl ester), N1C=NC=C1 (imidazole), N1=CC=CC=C1 (pyridine), CS(=O)C (DMSO). Yield: 95.6%. Reaction conditions: temperature 80 celsius, time 4 hour. Solvent: O (water). Procedure: A mixture of 2.50 g of N-(4-cyano-5-fluoro-2-nitrophenyl)glycine ethyl ester, 0.67 g of imidazole, 7.40 g of pyridine and 40 ml of DMSO was stirred at 80° C. for 4 hours. After the addition of water, the reaction product was extracted with chloroform. The extract was washed successively with water and brine, dried over anhydrous sodium sulfate and then, concentrated under reduced pressure. The resulting residue was purified by chromatography on a silica gel column (eluent:chloroform:methanol=95:...